This data is from the Open Reaction Database (ORD), a public repository of structured organic reaction records. The task is: describe an organic reaction: reactants, conditions, products, and yield The reactants are C1(CC1)COC1=C(C=CC(=N1)C(=O)NC(C(=O)OCC)(CC)CC)C(F)(F)F (Ethyl 2-(6-(cyclopropylmethoxy)-5-(trifluoromethyl)picolinamido)-2-ethylbutanoate), [OH-].[Na+] (sodium hydroxide). Run in C1CCOC1 (THF), CO (MeOH). Run at temperature 60 celsius, time 3 day. The product is C1(CC1)COC1=C(C=CC(=N1)C(=O)NC(C(=O)O)(CC)CC)C(F)(F)F (2-[(6-Cyclopropylmethoxy-5-trifluoromethyl-pyridine-2-carbonyl)-amino]-2-ethyl-butyric acid). Yield: 100.6%. RXN SMILES: [CH:1]1([CH2:4][O:5][C:6]2[N:11]=[C:10]([C:12]([NH:14][C:15]([CH2:23][CH3:24])([CH2:21][CH3:22])[C:16]([O:18]CC)=[O:17])=[O:13])[CH:9]=[CH:8][C:7]=2[C:25]([F:28])([F:27])[F:26])[CH2:3][CH2:2]1.[OH-].[Na+]>C1COCC1.CO>[CH:1]1([CH2:4][O:5][C:6]2[N:11]=[C:10]([C:12]([NH:14][C:15]([CH2:21][CH3:22])([CH2:23][CH3:24])[C:16]([OH:18])=[O:17])=[O:13])[CH:9]=[CH:8][C:7]=2[C:25]([F:28])([F:26])[F:27])[CH2:2][CH2:3]1 |f:1.2|. Procedure details: Ethyl 2-(6-(cyclopropylmethoxy)-5-(trifluoromethyl)picolinamido)-2-ethylbutanoate (62 mg, 154 μmol) was dissolved in a mixture of 1 M aqueous sodium hydroxide solution (616 μL, 616 μmol), THF (600 μL) and MeOH (600 μL). The mixture was stirred at 60° C. for 3 d, poured onto ice water/brine/1N HCl (20 mL) and extracted with EtOAc (2×30 mL). The combined extracts were washed with ice water/brine (20 mL) and dried over Na2SO4. The solvent was removed in vacuo to give the title compound (58 mg, quan...